From a dataset of the Open Reaction Database (ORD), a public repository of structured organic reaction records. describe an organic reaction: reactants, conditions, products, and yield Starting materials: CC12CC(=O)C3C(CCC4CC(=O)CCC43C)C1CCC2C(=O)CBr, CC(C)=O, OC(=S)CN1CCOCC1. Yields the product CC12CC(=O)C3C(CCC4CC(=O)CCC43C)C1CCC2C(=O)CSC(=O)CN1CCOCC1. As a reaction SMILES: [Br:1][CH2:2][C:3]([CH:4]1[CH2:5][CH2:6][CH:7]2[CH:8]3[CH2:9][CH2:10][CH:11]4[CH2:12][C:13](=[O:24])[CH2:14][CH2:15][C:16]4([CH3:17])[CH:18]3[C:19](=[O:23])[CH2:20][C:21]12[CH3:22])=[O:25].[CH3:36][C:37](=[O:38])[CH3:39].[O:26]1[CH2:27][CH2:28][N:29]([CH2:32][C:33](=[S:34])[OH:35])[CH2:30][CH2:31]1>>[CH2:2]([C:3]([CH:4]1[CH2:5][CH2:6][CH:7]2[CH:8]3[CH2:9][CH2:10][CH:11]4[CH2:12][C:13](=[O:24])[CH2:14][CH2:15][C:16]4([CH3:17])[CH:18]3[C:19](=[O:23])[CH2:20][C:21]12[CH3:22])=[O:25])[S:34][C:33]([CH2:32][N:29]1[CH2:28][CH2:27][O:26][CH2:31][CH2:30]1)=[O:35]. RXN SMILES: [OH:1][C:2]1[CH:7]=[CH:6][C:5]([C:8]([C:11]2[CH:16]=[CH:15][C:14]([OH:17])=[CH:13][CH:12]=2)([CH3:10])[CH3:9])=[CH:4][CH:3]=1.[OH-].[Na+].[CH2:20](Cl)[CH:21]=[CH2:22].[CH2:24](O)[CH2:25][CH3:26]>>[CH3:9][C:8]([C:11]1[CH:12]=[CH:13][C:14]([O:17][CH2:26][CH:25]=[CH2:24])=[CH:15][CH:16]=1)([C:5]1[CH:4]=[CH:3][C:2]([O:1][CH2:20][CH:21]=[CH2:22])=[CH:7][CH:6]=1)[CH3:10] |f:1.2|. Reported procedure: Bisphenol A (228 g), NaOH (82.5 g) and n-propanol (1 liter) are heated under reflux. After everything has gone into solution, 200 ml of allyl chloride are added slowly. After three hours, the mixture is virtually neutral. It is stirred for a further three hours, whilst boiling under reflux. After cooling to room temperature, the NaCl which has precipitated is filtered off and the n-propanol is distilled off. The crude diallyl ether of bisphenol A (308 g) which is thus obtained is taken up in met... Reaction conditions: time 3 hour. Product: CC(C)(C1=CC=C(C=C1)OCC=C)C2=CC=C(C=C2)OCC=C (diallyl ether of bisphenol A). Starting materials: OC1=CC=C(C=C1)C(C)(C)C1=CC=C(C=C1)O (Bisphenol A), [OH-].[Na+] (NaOH), C(CC)O (n-propanol), C(C=C)Cl (allyl chloride). The reactants are OC=1C(=NC(=CC1)C)I (3-hydroxy-2-iodo-6-methylpyridine), C(C)(=O)[O-].[K+] (potassium acetate), C1(=CC=CC=C1)P(C1=CC=CC=C1)C1=CC=CC=C1 (triphenylphosphine), C(C=C)(=O)OCC (ethyl acrylate). Reagents/catalysts: [Pd](Cl)Cl (palladium chloride). The solvent is CN(C)C=O (DMF), O (water). Run at temperature 120 celsius. Yields the product OC=1C(=NC(=CC1)C)C(C(=O)OCC)=C (Ethyl (3-hydroxy-6-methylpyridin-2-yl)propenoate). As a reaction SMILES: [OH:1][C:2]1[C:3](I)=[N:4][C:5]([CH3:8])=[CH:6][CH:7]=1.C([O-])(=O)C.[K+].C1(P(C2C=CC=CC=2)C2C=CC=CC=2)C=CC=CC=1.[C:34]([O:38][CH2:39][CH3:40])(=[O:37])[CH:35]=[CH2:36]>CN(C=O)C.O.[Pd](Cl)Cl>[OH:1][C:2]1[C:3]([C:35](=[CH2:36])[C:34]([O:38][CH2:39][CH3:40])=[O:37])=[N:4][C:5]([CH3:8])=[CH:6][CH:7]=1 |f:1.2|. Procedure details: To a solution of 3-hydroxy-2-iodo-6-methylpyridine (1.175 g, 5.0 mmol) in DMF (9.5 ml) and water (0.5 ml) were added potassium acetate (1.23 g, 12.5 mmol), triphenylphosphine (105 mg, 0.40 mmol), palladium chloride (36 mg, 0.20 mmol) and ethyl acrylate (1.63 ml, 1.50 g, 15.0 mmol). The mixture was placed under nitrogen and heated at 120° C. for 1.5 h. The mixture was cooled, filtered from deposited palladium black, and added to water (100 ml). The product was extracted into ethyl acetate (3×30 m... As a reaction SMILES: [CH3:1][O:2][C:3]1[CH:4]=[C:5]([CH:9]=[C:10]([O:14][CH3:15])[C:11]=1[O:12][CH3:13])[C:6]([OH:8])=O.C(Cl)(=O)C(Cl)=O.Cl.[CH3:23][NH:24][O:25][CH3:26]>>[CH3:26][O:25][N:24]([CH3:23])[C:6](=[O:8])[C:5]1[CH:9]=[C:10]([O:14][CH3:15])[C:11]([O:12][CH3:13])=[C:3]([O:2][CH3:1])[CH:4]=1 |f:2.3|. The product is CON(C(C1=CC(=C(C(=C1)OC)OC)OC)=O)C (N,3,4,5-tetramethoxy-N-methylbenzamide). Starting materials: COC=1C=C(C(=O)O)C=C(C1OC)OC (3,4,5-Trimethoxybenzoic acid), Cl.CNOC (N,O-dimethylhydroxyamine hydrochloride), C(C(=O)Cl)(=O)Cl (oxalyl chloride), acid chloride. Procedure: 3,4,5-Trimethoxybenzoic acid was allowed to react with oxalyl chloride, and the resulting acid chloride was allowed to react with N,O-dimethylhydroxyamine hydrochloride to obtain N,3,4,5-tetramethoxy-N-methylbenzamide. The resulting compound was allowed to react with 4-phenylbutylmagnesium chloride to obtain 5-phenyl-1-(3,4,5-trimethoxyphenyl)pentan-1-one. The resulting compound was allowed to react with lithium diisopropylamine and methyl2-[4-(bromomethyl)phenoxy]benzoate in the presence of N,N... Starting materials: C(C1=CC=CC=C1)(C1=CC=CC=C1)(C1=CC=CC=C1)NC=1SC=C(N1)C(C(=O)OCC)=NO (ethyl 2-(2-tritylamino-4-thiazolyl)-2-hydroxyiminoacetate), C([O-])([O-])=O.[K+].[K+] (potassium carbonate), CN(C=O)C (dimethylformamide), C(C=C)I (allyl iodide). Solvent: C(C)(=O)OCC (ethyl acetate), O (water). Reaction conditions: time 5 hour. Product: C(C1=CC=CC=C1)(C1=CC=CC=C1)(C1=CC=CC=C1)NC=1SC=C(N1)C(C(=O)OCC)=NOCC=C (ethyl 2-(2-tritylamino-4-thiazolyl)-2-(2-propenyloxyimino)-acetate). Reaction SMILES: [C:1]([NH:20][C:21]1[S:22][CH:23]=[C:24]([C:26](=[N:32][OH:33])[C:27]([O:29][CH2:30][CH3:31])=[O:28])[N:25]=1)([C:14]1[CH:19]=[CH:18][CH:17]=[CH:16][CH:15]=1)([C:8]1[CH:13]=[CH:12][CH:11]=[CH:10][CH:9]=1)[C:2]1[CH:7]=[CH:6][CH:5]=[CH:4][CH:3]=1.C(=O)([O-])[O-].[K+].[K+].CN(C)C=O.[CH2:45](I)[CH:46]=[CH2:47]>C(OCC)(=O)C.O>[C:1]([NH:20][C:21]1[S:22][CH:23]=[C:24]([C:26](=[N:32][O:33][CH2:47][CH:46]=[CH2:45])[C:27]([O:29][CH2:30][CH3:31])=[O:28])[N:25]=1)([C:14]1[CH:19]=[CH:18][CH:17]=[CH:16][CH:15]=1)([C:8]1[CH:9]=[CH:10][CH:11]=[CH:12][CH:13]=1)[C:2]1[CH:7]=[CH:6][CH:5]=[CH:4][CH:3]=1 |f:1.2.3|. Procedure details: A mixture of 6.86 g of the anti isomer of ethyl 2-(2-tritylamino-4-thiazolyl)-2-hydroxyiminoacetate [Step A of Example 14], 3.51 g of potassium carbonate, 15 ml of dimethylformamide and 7 ml of allyl iodide was stirred under an inert atmosphere at room temperature for 5 hours and then 250 ml of water and 150 ml of ethyl acetate were added thereto with stirring. The mixture was decanted and the aqueous phase was washed and reextracted with ethyl acetate. The extracts were dried, vacuum filtered a... The reactants are CN(CCO)C (2-(dimethylamino)ethanol), C[Si](C)(C)Cl (trimethylsilylchloride), C[Si](OC1=CC=C(C=O)C=C1)(C)C (4-(trimethylsilyloxy)benzaldehyde), [Na+].[I-] (NaI), CNC (dimethylamine), N1=CC=CC=C1 (pyridine), [Li]CCCC (n-BuLi), CC#N (MeCN). Run in CCCCCC (hexane), CCCCCC (hexane). Run at temperature -78 celsius, time 1 hour. The product is CN(C1=CC(=NC=C1)CC1=CC=C(C=C1)OC(N(C1=CC=CC=C1)C)=O)C (Methyl-phenyl-carbamic acid 4-(4-dimethylamino-pyridin-2-ylmethyl)-phenyl ester), Cl (hydrochloride). Reaction SMILES: CN(C)C[CH2:4][OH:5].[Li][CH2:8][CH2:9][CH2:10][CH3:11].[CH3:12][NH:13][CH3:14].[N:15]1[CH:20]=[CH:19][CH:18]=[CH:17][CH:16]=1.C[Si](C)(C)[O:23][C:24]1[CH:31]=[CH:30][C:27]([CH:28]=O)=[CH:26][CH:25]=1.[Na+].[I-].[CH3:36][Si]([Cl:40])(C)C.[CH3:41][C:42]#[N:43]>CCCCCC>[CH3:12][N:13]([CH3:14])[C:18]1[CH:19]=[CH:20][N:15]=[C:16]([CH2:28][C:27]2[CH:30]=[CH:31][C:24]([O:23][C:4](=[O:5])[N:43]([CH3:36])[C:42]3[CH:11]=[CH:10][CH:9]=[CH:8][CH:41]=3)=[CH:25][CH:26]=2)[CH:17]=1.[ClH:40] |f:5.6|. Procedure: A solution of 2-(dimethylamino)ethanol (32 mmol) in hexane (120 mL) was cooled to −5° C. and n-BuLi (64 mmol) was added. After 30 min 4-(dimethylamine=pyridine (16 mmol) was added and the red-orange mixture was stirred for further 1 h. The solution was cooled to −78° C. and 4-(trimethylsilyloxy)benzaldehyde (40 mmol) dissolved in hexane (80 mL) was added and the suspention was allowed to warm to rt over 20 min. The reaction mixture was quenched with water, and the aqueous phase was washed with C...